Dataset: the Open Reaction Database (ORD), a public repository of structured organic reaction records. Task: describe an organic reaction: reactants, conditions, products, and yield Reactants: O (Water), Cl.ClCN1N=C(C=C1)C1=CC=CC=C1 (1-(chloromethyl)-3-phenyl-1H-pyrazole hydrochloride), FC(CCC(C#N)C#N)(F)F ((3,3,3-trifluoropropyl) malononitrile), C([O-])([O-])=O.[K+].[K+] (potassium carbonate). Solvent: CN(C=O)C (N,N-dimethylformamide). Yields the product C1(=CC=CC=C1)C1=NN(C=C1)CC(C#N)(C#N)CCC(F)(F)F ([(3-phenyl-1H-pyrazole-1-yl)methyl](3,3,3-trifluoropropyl)malononitrile). The yield is 23.7%. Reaction SMILES: Cl.Cl[CH2:3][N:4]1[CH:8]=[CH:7][C:6]([C:9]2[CH:14]=[CH:13][CH:12]=[CH:11][CH:10]=2)=[N:5]1.[F:15][C:16]([F:25])([F:24])[CH2:17][CH2:18][CH:19]([C:22]#[N:23])[C:20]#[N:21].C(=O)([O-])[O-].[K+].[K+].O>CN(C)C=O>[C:9]1([C:6]2[CH:7]=[CH:8][N:4]([CH2:3][C:19]([CH2:18][CH2:17][C:16]([F:15])([F:24])[F:25])([C:20]#[N:21])[C:22]#[N:23])[N:5]=2)[CH:14]=[CH:13][CH:12]=[CH:11][CH:10]=1 |f:0.1,3.4.5|. Procedure details: 2.01 g of 1-(chloromethyl)-3-phenyl-1H-pyrazole hydrochloride and 1.42 g of (3,3,3-trifluoropropyl) malononitrile were dissolved in 27 ml of N,N-dimethylformamide. 2.43 g of potassium carbonate was added to the solution under ice cooling with stirring, followed by stirring at room temperature for overnight. Water was added to the reaction mixture, and then extracted with MTBE. The organic layer was washed with water, dried over anhydrous magnesium sulfate, filtered, and concentrated under reduce...